This data is from the Open Reaction Database (ORD), a public repository of structured organic reaction records. The task is: describe an organic reaction: reactants, conditions, products, and yield Reactants: BrC=1C(=NC=CC1)CNC=O (N-[(3-bromopyridin-2-yl)methyl]formamide), P(=O)(Cl)(Cl)Cl (phosphorus oxychloride). Solvent: C1(=CC=CC=C1)C (toluene). Conditions: temperature 0 celsius. Product: BrC=1C=2N(C=CC1)C=NC2 (8-bromoimidazo[1,5-a]pyridine). Isolated yield 63.1%. Reaction SMILES: [Br:1][C:2]1[C:3]([CH2:8][NH:9][CH:10]=O)=[N:4][CH:5]=[CH:6][CH:7]=1.P(Cl)(Cl)(Cl)=O>C1(C)C=CC=CC=1>[Br:1][C:2]1[C:3]2[N:4]([CH:10]=[N:9][CH:8]=2)[CH:5]=[CH:6][CH:7]=1. Procedure details: A suspension of N-[(3-bromopyridin-2-yl)methyl]formamide (312.0 mg, 1.451 mmol) in toluene (7.0 mL) was charged with phosphorus oxychloride (0.50 mL, 5.4 mmol) and then refluxed for 1 h. The mixture was concentrated. The residue was cooled to 0° C. and water was added slowly. To the cooled aqueous suspension, aqueous ammonium hydroxide was added until the pH was basic, and the mixture was then extracted with ethyl acetate. The organic fraction was washed with brine, dried over anhydrous Na2SO4, ... RXN SMILES: C([O:5][C:6](=[O:22])[CH:7]([CH3:21])[N:8]([C:12](=[O:20])[CH:13]([CH3:19])[CH2:14][S:15][C:16](=[O:18])[CH3:17])[CH:9]1[CH2:11][CH2:10]1)(C)(C)C>C1(OC)C=CC=CC=1.FC(F)(F)C(O)=O>[C:16]([S:15][CH2:14][CH:13]([CH3:19])[C:12]([N:8]([CH:9]1[CH2:10][CH2:11]1)[CH:7]([C:6]([OH:22])=[O:5])[CH3:21])=[O:20])(=[O:18])[CH3:17]. Yields the product C(C)(=O)SCC(C(=O)N(C(C)C(=O)O)C1CC1)C (N-(3-Acetylthio-2-methylpropanoyl)-N-cyclopropyl-(dl)-alanine). Reported procedure: Crude N-(3-acetylthio-2-methylpropanoyl)-N-cyclopropyl-(dl)-alanine tert-butyl ester (60.2 g) was dissolved in a mixture of anisole (54 ml) and trifluoroacetic acid (96 ml). The resulting solution was stirred at room temperature for one hour. Trifluoroacetic acid was removed in vacuo and the residue was distributed between ethyl acetate and saturated sodium bicarbonate. The aqueous bicarbonate phase was separated and washed twice with ethyl acetate and then acidified to pH 4-5 with concentrated ... The reactants are C(C)(C)(C)OC(C(N(C1CC1)C(C(CSC(C)=O)C)=O)C)=O (N-(3-acetylthio-2-methylpropanoyl)-N-cyclopropyl-(dl)-alanine tert-butyl ester). Conditions: time 1 hour. Yield: 19.2%. The solvent is C1(=CC=CC=C1)OC (anisole), FC(C(=O)O)(F)F (trifluoroacetic acid). Reactants: solution, [H-].[Al+3].[Li+].[H-].[H-].[H-] (lithiumaluminiumhydrid), COC(C1=CC(C(=O)OC)=CC(=C1)OCCCCCCCl)=O (5-[(6-chlorohexyl)oxy]isophthalic acid dimethyl ester). Run in O1CCCC1 (tetrahydrofuran), O1CCCC1 (tetrahydrofuran). Reaction conditions: temperature -25 celsius, time 1 hour. Product: ClCCCCCCOC=1C=C(C=C(C1)CO)CO ([3-[(6-chlorohexyl)oxy]-5-[hydroxymethyl]phenyl]methanol). Yield: 92.6%. RXN SMILES: C[O:2][C:3](=O)[C:4]1[CH:13]=[C:12]([O:14][CH2:15][CH2:16][CH2:17][CH2:18][CH2:19][CH2:20][Cl:21])[CH:11]=[C:6]([C:7](OC)=[O:8])[CH:5]=1.[H-].[Al+3].[Li+].[H-].[H-].[H-]>O1CCCC1>[Cl:21][CH2:20][CH2:19][CH2:18][CH2:17][CH2:16][CH2:15][O:14][C:12]1[CH:13]=[C:4]([CH2:3][OH:2])[CH:5]=[C:6]([CH2:7][OH:8])[CH:11]=1 |f:1.2.3.4.5.6|. Procedure details: 6.5 g (19.8 mmol) 5-[(6-chlorohexyl)oxy]isophthalic acid dimethyl ester were dissolved in 65 ml tetrahydrofuran in an atmosphere of argon. The colourless solution was cooled to −25° C. and then 42 ml (41.6 mmol) of a 1 molar solution of lithiumaluminiumhydrid in tetrahydrofuran were added dropwise over a period of 30 minutes. The reaction mixture was carefully quenched in sequence first with 5 ml of methanol and then with 50 ml of a 1 molar solution of HCl in water. The suspension was stirred fo... The product is C(CCC)[C@@H]1CC[C@H](CC1)CC#N (trans-4-butylcyclohexylacetonitrile). Yield: 95.0%. Reaction SMILES: [CH2:1]([C@H:5]1[CH2:10][CH2:9][C@H:8]([CH2:11]Cl)[CH2:7][CH2:6]1)[CH2:2][CH2:3][CH3:4].[C-:13]#[N:14].[Na+].CS(C)=O>O>[CH2:1]([C@H:5]1[CH2:10][CH2:9][C@H:8]([CH2:11][C:13]#[N:14])[CH2:7][CH2:6]1)[CH2:2][CH2:3][CH3:4] |f:1.2|. Procedure: 38 g (0.20 mol) of trans-4-butylcyclohexylchloromethane, 12 g (0.24 mol) of NaCN and 40 cm3 of DMSO were heated up to 140° C. with a mantle heater while stirring. The reactant was cooled to room temperature, 1,000 cm3 of water was added, it was extracted with chloroform, and after washing with water the chloroform was extracted. The remaining oily substance was distilled under reduced pressure (b. p. 90°/3 mmHG) to obtain 34 g (0.19 mol) of trans-4-butylcyclohexylacetonitrile. The reactants are C(CCC)[C@@H]1CC[C@H](CC1)CCl (trans-4-butylcyclohexylchloromethane), [C-]#N.[Na+] (NaCN), CS(=O)C (DMSO). Solvent: O (water).